Dataset: the Open Reaction Database (ORD), a public repository of structured organic reaction records. Task: describe an organic reaction: reactants, conditions, products, and yield Reactants: CC(=O)O[BH-](OC(C)=O)OC(C)=O, CC(=O)[O-], ClC(Cl)Cl, OC1CC2CCC1CC2Cc1ccc(Cl)cc1, ClCCCl, Cl, Cl, NCc1nc2ccccc2[nH]1, [Na+], [Na+]. The product is Clc1ccc(CC2CC3CCC2CC3NCc2nc3ccccc3[nH]2)cc1. RXN SMILES: [C:36]([O:37][BH-:38]([O:39][C:40](=[O:41])[CH3:42])[O:43][C:44](=[O:45])[CH3:46])(=[O:47])[CH3:48].[CH3:32][C:33](=[O:34])[O-:35].[CH:50]([Cl:51])([Cl:52])[Cl:53].[Cl:1][c:2]1[cH:3][cH:4][c:5]([CH2:6][CH:7]2[CH:8]3[CH2:9][CH:10]([OH:15])[CH:11]([CH2:12]2)[CH2:13][CH2:14]3)[cH:16][cH:17]1.[Cl:54][CH2:55][CH2:56][Cl:57].[ClH:18].[ClH:19].[NH2:20][CH2:21][c:22]1[nH:23][c:24]2[c:25]([n:26]1)[cH:27][cH:28][cH:29][cH:30]2.[Na+:31].[Na+:49]>>[Cl:1][c:2]1[cH:3][cH:4][c:5]([CH2:6][CH:7]2[CH:8]3[CH2:9][CH:10]([NH:20][CH2:21][c:22]4[nH:23][c:24]5[c:25]([n:26]4)[cH:27][cH:28][cH:29][cH:30]5)[CH:11]([CH2:12]2)[CH2:13][CH2:14]3)[cH:16][cH:17]1.